This data is from the Open Reaction Database (ORD), a public repository of structured organic reaction records. The task is: describe an organic reaction: reactants, conditions, products, and yield Reactants: CN(C(CCCCCCCCCCCCCCC)=O)CCO (N-methyl-N-(2-hydroxyethyl)palmitamide), C(C1=CC=CC=C1)(=O)Cl (benzoyl chloride). The product is CN(C(CCCCCCCCCCCCCCC)=O)CCOC(C1=CC=CC=C1)=O (N-methyl-N-(2-benzoyloxyethyl)palmitamide). As a reaction SMILES: [CH3:1][N:2]([CH2:20][CH2:21][OH:22])[C:3](=[O:19])[CH2:4][CH2:5][CH2:6][CH2:7][CH2:8][CH2:9][CH2:10][CH2:11][CH2:12][CH2:13][CH2:14][CH2:15][CH2:16][CH2:17][CH3:18].[C:23](Cl)(=[O:30])[C:24]1[CH:29]=[CH:28][CH:27]=[CH:26][CH:25]=1>>[CH3:1][N:2]([CH2:20][CH2:21][O:22][C:23](=[O:30])[C:24]1[CH:29]=[CH:28][CH:27]=[CH:26][CH:25]=1)[C:3](=[O:19])[CH2:4][CH2:5][CH2:6][CH2:7][CH2:8][CH2:9][CH2:10][CH2:11][CH2:12][CH2:13][CH2:14][CH2:15][CH2:16][CH2:17][CH3:18]. Procedure details: N-methyl-N-(2-benzoyloxyethyl)palmitamide was prepared by the procedure of example 1 from 31 gms. (0.1 mole) of N-methyl-N-(2-hydroxyethyl)palmitamide and 14 gms. (0.1 mole) of benzoyl chloride. The structure of the final product was characterized on the basis of IR and NMR spectral analyses as described in example 1. Reactants: C(C)OC(=O)C1(CC1)C1=CC=C(C=C1)C1=CC=C(C=C1)C1=C(C(=NO1)C)CBr (1-[4′-(4-bromomethyl-3-methyl-isoxazol-5-yl)-biphenyl-4-yl]-cyclopropanecarboxylic acid ethyl ester), BrC=1C=NNC1 (4-Bromo-1H-pyrazole). The product is C(C)OC(=O)C1(CC1)C1=CC=C(C=C1)C1=CC=C(C=C1)C1=C(C(=NO1)C)CN1N=CC(=C1)Br (1-{4′-[4-(4-Bromo-pyrazol-1-ylmethyl)-3-methyl-isoxazol-5-yl]-biphenyl-4-yl}-cyclopropanecarboxylic acid ethyl ester). Reaction SMILES: [CH2:1]([O:3][C:4]([C:6]1([C:9]2[CH:14]=[CH:13][C:12]([C:15]3[CH:20]=[CH:19][C:18]([C:21]4[O:25][N:24]=[C:23]([CH3:26])[C:22]=4[CH2:27]Br)=[CH:17][CH:16]=3)=[CH:11][CH:10]=2)[CH2:8][CH2:7]1)=[O:5])[CH3:2].[Br:29][C:30]1[CH:31]=[N:32][NH:33][CH:34]=1>>[CH2:1]([O:3][C:4]([C:6]1([C:9]2[CH:10]=[CH:11][C:12]([C:15]3[CH:20]=[CH:19][C:18]([C:21]4[O:25][N:24]=[C:23]([CH3:26])[C:22]=4[CH2:27][N:32]4[CH:31]=[C:30]([Br:29])[CH:34]=[N:33]4)=[CH:17][CH:16]=3)=[CH:13][CH:14]=2)[CH2:7][CH2:8]1)=[O:5])[CH3:2]. Reported procedure: Prepared according to the procedure described in Example 5, Step 3, using 1-[4′-(4-bromomethyl-3-methyl-isoxazol-5-yl)-biphenyl-4-yl]-cyclopropanecarboxylic acid ethyl ester and 4-Bromo-1H-pyrazole. Reactants: CC(=O)C.OS(=O)(=O)O.O=[Cr](=O)=O (Jones reagent), [Si](C)(C)(C(C)(C)C)OC[C@@H]1[C@]2(C)[C@@H](CC1)[C@@H]1CC[C@H]3C=C(CC[C@]3(C)[C@H]1CC2)C(=O)OC (Methyl 17β-(t-butyldimethylsilyloxymethyl) -5α-androst-3-ene-3-carboxylate), C(C)(C)O (Isopropanol). Run in CC(=O)C (acetone). Yields the product C(=O)(OC)C1=CC2CC[C@H]3[C@@H]4CC[C@@H]([C@@]4(C)CC[C@@H]3[C@]2(CC1)C)C(=O)O (3-carbomethoxy-3-androstene-17β-carboxylic acid). Yield: 99.0%. RXN SMILES: [Si](OC[C@H:10]1[CH2:15][CH2:14][C@H:13]2[C@H:16]3[C@H:26]([CH2:27][CH2:28][C@:11]12C)[C@:24]1([CH3:25])[C@H:19]([CH:20]=[C:21]([C:29]([O:31][CH3:32])=[O:30])[CH2:22][CH2:23]1)[CH2:18][CH2:17]3)(C(C)(C)C)(C)C.C[C:34]([CH3:36])=[O:35].[OH:37]S(O)(=O)=O.O=[Cr](=O)=O.C(O)(C)C>CC(C)=O>[C:29]([C:21]1[CH2:22][CH2:23][C@@:24]2([CH3:25])[CH:19]([CH2:18][CH2:17][C@@H:16]3[C@@H:26]2[CH2:27][CH2:28][C@@:11]2([CH3:10])[C@H:13]3[CH2:14][CH2:15][C@@H:36]2[C:34]([OH:37])=[O:35])[CH:20]=1)([O:31][CH3:32])=[O:30] |f:1.2.3|. Procedure: Methyl 17β-(t-butyldimethylsilyloxymethyl) -5α-androst-3-ene-3-carboxylate (500 mg), was dissolved in 150 ml acetone. Jones reagent was added until a red color persisted. Isopropanol was then added to quench excess Jones reagent. The acetone was decanted off and the residual chromium salts were then dissolved in water and washed 3 times with dichloromethane. The organic layers were combined and passed through a plug of florosil and concentrated to give 360 mg (99%) of 3-carbomethoxy-3-androstene... The reactants are N1(C=NC=C1)C\C(=C/C1=CC=C(C(=O)OCC)C=C1)\COCC1=CC=C(C=C1)OC (ethyl 4-[3-(1H-imidazol-1-yl)-2-[[(4-methoxyphenyl)methoxy]methyl]-1E-propenyl]benzoate), [OH-].[Na+] (sodium hydroxide). Solvent: C(C)O (ethanol). Conditions: time 5 hour. Yields the product N1(C=NC=C1)C\C(=C/C1=CC=C(C(=O)O)C=C1)\COCC1=CC=C(C=C1)OC (4-[3-(1H-imidazol-1-yl)-2-[[(4-methoxyphenyl)methoxy]methyl]-1E-propenyl]benzoic acid). As a reaction SMILES: [N:1]1([CH2:6]/[C:7](/[CH2:20][O:21][CH2:22][C:23]2[CH:28]=[CH:27][C:26]([O:29][CH3:30])=[CH:25][CH:24]=2)=[CH:8]\[C:9]2[CH:19]=[CH:18][C:12]([C:13]([O:15]CC)=[O:14])=[CH:11][CH:10]=2)[CH:5]=[CH:4][N:3]=[CH:2]1.[OH-].[Na+]>C(O)C>[N:1]1([CH2:6]/[C:7](/[CH2:20][O:21][CH2:22][C:23]2[CH:28]=[CH:27][C:26]([O:29][CH3:30])=[CH:25][CH:24]=2)=[CH:8]\[C:9]2[CH:10]=[CH:11][C:12]([C:13]([OH:15])=[O:14])=[CH:18][CH:19]=2)[CH:5]=[CH:4][N:3]=[CH:2]1 |f:1.2|. Procedure: A solution containing ethyl 4-[3-(1H-imidazol-1-yl)-2-[[(4-methoxyphenyl)methoxy]methyl]-1E-propenyl]benzoate (prepared as in Example 1; 0.7 g, 0.0017 mol) in ethanol (10 ml) was treated with aqueous sodium hydroxide (3.5 ml of 1M). The resulting mixture was stirred at room temperature for 5 hours after which time the solvent was evaporated off under reduced pressure and the resulting residue was dissolved in water (100 ml) and washed with ethyl acetate. The aqueous solution was acidified to pH ... The reactants are BrC=1C=CC(=C(CC2=CC=C(C=C2)O)C1)Cl (4-(5-bromo-2-chlorobenzyl)phenol), C([O-])([O-])=O.[Cs+].[Cs+] (cesium carbonate), BrCC(=O)OCC (ethyl 2-bromoacetate). Solvent: O (water), CN(C=O)C (N,N-dimethylformamide). Run at temperature 80 celsius, time 8 hour. Yields the product BrC=1C=CC(=C(CC2=CC=C(OCC(=O)OCC)C=C2)C1)Cl (ethyl 2-(4-(5-bromo-2-chlorobenzyl)phenoxy)acetate). Isolated yield 77.6%. Reaction SMILES: [Br:1][C:2]1[CH:3]=[CH:4][C:5]([Cl:16])=[C:6]([CH:15]=1)[CH2:7][C:8]1[CH:13]=[CH:12][C:11]([OH:14])=[CH:10][CH:9]=1.C(=O)([O-])[O-].[Cs+].[Cs+].Br[CH2:24][C:25]([O:27][CH2:28][CH3:29])=[O:26]>CN(C)C=O.O>[Br:1][C:2]1[CH:3]=[CH:4][C:5]([Cl:16])=[C:6]([CH:15]=1)[CH2:7][C:8]1[CH:13]=[CH:12][C:11]([O:14][CH2:24][C:25]([O:27][CH2:28][CH3:29])=[O:26])=[CH:10][CH:9]=1 |f:1.2.3|. Procedure: To a stirred suspension of 4-(5-bromo-2-chlorobenzyl)phenol (5.0 g, 16.8 mmol) in N,N-dimethylformamide (20 mL) and cesium carbonate (11.0 g, 33.6 mmol) was added ethyl 2-bromoacetate (2.8 mL, 25.2 mmol). The mixture was stirred overnight at 80° C. The solution was diluted with water, and the aqueous layer was extracted with ethyl acetate. The combined organic layers were washed with brine prior to drying over sodium sulfate and concentrated under reduced pressure. The residue was purified by co... Reactants: NCC1=NC(=NO1)C=1N=CN2C1CN(C(C1=C2C=CC=C1Cl)=O)C (3-(5-aminomethyl-1,2,4-oxadiazol-3-yl)-7-chloro-5,6-dihydro-5-methyl-4H-imidazo[1,5-a][1,4]benzodiazepin-6-one), C(C)N(C(C)C)C(C)C (N-ethyldiisopropylamine), C(C=C)Br (allyl bromide). The solvent is CN(C=O)C (N,N-dimethylformamide). The product is C(C=C)N(CC=C)CC1=NC(=NO1)C=1N=CN2C1CN(C(C1=C2C=CC=C1Cl)=O)C (3-(5-diallylaminomethyl-1,2,4-oxadiazol-3-yl)-7-chloro-5,6-dihydro-5-methyl-4H-imidazo[1,5-a][1,4]benzodiazepin-6-one). Isolated yield 82.4%. RXN SMILES: [NH2:1][CH2:2][C:3]1[O:7][N:6]=[C:5]([C:8]2[N:9]=[CH:10][N:11]3[C:17]4[CH:18]=[CH:19][CH:20]=[C:21]([Cl:22])[C:16]=4[C:15](=[O:23])[N:14]([CH3:24])[CH2:13][C:12]=23)[N:4]=1.C(N(C(C)C)[CH:28]([CH3:30])[CH3:29])C.[CH2:34](Br)[CH:35]=[CH2:36]>CN(C)C=O>[CH2:30]([N:1]([CH2:2][C:3]1[O:7][N:6]=[C:5]([C:8]2[N:9]=[CH:10][N:11]3[C:17]4[CH:18]=[CH:19][CH:20]=[C:21]([Cl:22])[C:16]=4[C:15](=[O:23])[N:14]([CH3:24])[CH2:13][C:12]=23)[N:4]=1)[CH2:36][CH:35]=[CH2:34])[CH:28]=[CH2:29]. Procedure: 1.5 g (4.4 mmol) of 3-(5-aminomethyl-1,2,4-oxadiazol-3-yl)-7-chloro-5,6-dihydro-5-methyl-4H-imidazo[1,5-a][1,4]benzodiazepin-6-one, 20 ml of N,N-dimethylformamide, 210 ml (12 mmol) of N-ethyldiisopropylamine and 1.16 g (9.6 mmol) of allyl bromide were stirred at room temperature for 4 hours. The reaction solution was evaporated and the residue was chromatographed on 250 g of silica gel while eluting with ethyl acetate. The uniform fractions were evaporated. There were obtained 1.54 g (82%) of 3-... Starting materials: CCn1cc(CC(NC(=O)OC(C)(C)C)C(=O)O)c2ccccc21, NC1Cc2cccc(N3CCCC3=O)c2N(Cc2ccsc2)C1=O. Yields the product CCn1cc(CC(NC(=O)OC(C)(C)C)C(=O)NC2Cc3cccc(N4CCCC4=O)c3N(Cc3ccsc3)C2=O)c2ccccc21. As a reaction SMILES: [C:25]([CH3:26])([CH3:27])([CH3:28])[O:29][C:30](=[O:31])[NH:32][CH:33]([C:34](=[O:35])[OH:36])[CH2:37][c:38]1[cH:39][n:40]([CH2:47][CH3:48])[c:41]2[cH:42][cH:43][cH:44][cH:45][c:46]12.[NH2:1][CH:2]1[C:3](=[O:24])[N:4]([CH2:18][c:19]2[cH:20][s:21][cH:22][cH:23]2)[c:5]2[c:6]([N:12]3[C:13](=[O:17])[CH2:14][CH2:15][CH2:16]3)[cH:7][cH:8][cH:9][c:10]2[CH2:11]1>>[NH:1]([CH:2]1[C:3](=[O:24])[N:4]([CH2:18][c:19]2[cH:20][s:21][cH:22][cH:23]2)[c:5]2[c:6]([N:12]3[C:13](=[O:17])[CH2:14][CH2:15][CH2:16]3)[cH:7][cH:8][cH:9][c:10]2[CH2:11]1)[C:34]([CH:33]([NH:32][C:30]([O:29][C:25]([CH3:26])([CH3:27])[CH3:28])=[O:31])[CH2:37][c:38]1[cH:39][n:40]([CH2:47][CH3:48])[c:41]2[cH:42][cH:43][cH:44][cH:45][c:46]12)=[O:35].